The task is: describe an organic reaction: reactants, conditions, products, and yield. This data is from the Open Reaction Database (ORD), a public repository of structured organic reaction records. Yields the product CCCCCCCCCCCCNC(=N)N (Dodine). Procedure details: 1.0 ml/l COMBIOTIC® (Streptomycin, Penicillin Mixture, Pfizer Corp.) Reaction SMILES: C[C@@H]1O[C@@H](O[C@H:8]2[C@H:13](O)[C@@H:12](O)[C@H:11](NC(N)=N)[C@@H:10](O)[C@@H:9]2[NH:21][C:22]([NH2:24])=[NH:23])[C@H](O[C@@H]2O[C@@H](CO)[C@H](O)[C@@H](O)[C@@H]2NC)[C@@]1(O)C=O.CC1(C)S[C@@H]2[C@H](N[C:51]([CH2:53][C:54]3C=C[CH:57]=[CH:58][CH:59]=3)=O)C(=O)N2[C@H]1C([O-])=O.[K+]>>[CH3:51][CH2:53][CH2:54][CH2:59][CH2:58][CH2:57][CH2:8][CH2:13][CH2:12][CH2:11][CH2:10][CH2:9][NH:21][C:22]([NH2:24])=[NH:23] |f:1.2|. Reactants: C[C@H]1[C@@]([C@H]([C@@H](O1)O[C@@H]2[C@H]([C@@H]([C@H]([C@@H]([C@H]2O)O)NC(=N)N)O)NC(=N)N)O[C@H]3[C@H]([C@@H]([C@H]([C@@H](O3)CO)O)O)NC)(C=O)O (Streptomycin), CC1([C@@H](N2[C@H](S1)[C@@H](C2=O)NC(=O)CC=3C=CC=CC3)C(=O)[O-])C.[K+] (Penicillin).